Dataset: the Open Reaction Database (ORD), a public repository of structured organic reaction records. Task: describe an organic reaction: reactants, conditions, products, and yield Starting materials: COc1c(O)c(Br)cc(CC(C)(C)C=O)c1Br, C1CCOC1, COc1ccccc1[P+](C)(c1ccccc1)c1ccccc1, C[Si](C)(C)[N-][Si](C)(C)C, [Cl-], Cl, [Li+]. Yields the product COc1c(O)c(Br)cc(CC(C)(C)CC=O)c1Br. RXN SMILES: [Br:34][c:35]1[c:36]([CH2:45][C:46]([CH:47]=[O:48])([CH3:49])[CH3:50])[cH:37][c:38]([Br:44])[c:39]([OH:43])[c:40]1[O:41][CH3:42].[CH2:51]1[O:52][CH2:53][CH2:54][CH2:55]1.[CH3:12][O:13][c:14]1[cH:15][cH:16][cH:17][cH:18][c:19]1[P+:20]([CH3:21])([c:22]1[cH:23][cH:24][cH:25][cH:26][cH:27]1)[c:28]1[cH:29][cH:30][cH:31][cH:32][cH:33]1.[CH3:1][Si:2]([N-:3][Si:4]([CH3:5])([CH3:6])[CH3:7])([CH3:8])[CH3:9].[Cl-:11].[ClH:56].[Li+:10]>>[CH:12](=[O:13])[CH2:47][C:46]([CH2:45][c:36]1[c:35]([Br:34])[c:40]([O:41][CH3:42])[c:39]([OH:43])[c:38]([Br:44])[cH:37]1)([CH3:49])[CH3:50].